describe an organic reaction: reactants, conditions, products, and yield From a dataset of the Open Reaction Database (ORD), a public repository of structured organic reaction records. The reactants are resultant mixture, solution 15, ClCCN=C=O (2-chloroethylisocyanate), ClC=1C=CC2=C(C(=NCCN2)C2=C(C=CC=C2)Cl)C1 (7-chloro-5-(o-chlorophenyl)-2,3-dihydro-1H-1,4-benzodiazepine). Run in C(Cl)Cl (methylene chloride). The product is ClC=1C=CC2=C(C(=NCCN2C(=O)NCCCl)C2=C(C=CC=C2)Cl)C1 (7-chloro-N-(2-chloroethyl)-5-(o-chlorophenyl)-2,3-dihydro-1H-1,4-benzodiazepine-1-carboxamide). RXN SMILES: [Cl:1][C:2]1[CH:3]=[CH:4][C:5]2[NH:11][CH2:10][CH2:9][N:8]=[C:7]([C:12]3[CH:17]=[CH:16][CH:15]=[CH:14][C:13]=3[Cl:18])[C:6]=2[CH:19]=1.[Cl:20][CH2:21][CH2:22][N:23]=[C:24]=[O:25]>C(Cl)Cl>[Cl:1][C:2]1[CH:3]=[CH:4][C:5]2[N:11]([C:24]([NH:23][CH2:22][CH2:21][Cl:20])=[O:25])[CH2:10][CH2:9][N:8]=[C:7]([C:12]3[CH:17]=[CH:16][CH:15]=[CH:14][C:13]=3[Cl:18])[C:6]=2[CH:19]=1. Procedure: 25 Parts of 7-chloro-5-(o-chlorophenyl)-2,3-dihydro-1H-1,4-benzodiazepine is dissolved in 250 parts by volume of methylene chloride. To this solution 15 parts of 2-chloroethylisocyanate is slowly added with stirring. The resultant mixture is stirred at ambient temperature for about 90 minutes. The resulting dark brown solution is filtered through a layer of activated magnesium silicate, the filtrate dried and treated with charcoal. After removal of charcoal by filtration the solvent is removed f... The reactants are FC(C(=O)O)(F)F.N[C@H]1[C@H]([C@@H]2C=C[C@H]1C2)C(=O)N ((1S,2S,3R,4R)-3-Aminobicyclo[2.2.1]hept-5-ene-2-carboxylic acid amide trifluoroacetic acid salt), C([O-])(O)=O.[Na+] (sodium bicarbonate), ClC1=NC=C(C(=N1)Cl)C(F)(F)F (2,4-Dichloro-5-trifluoromethylpyrimidine), C(C)(C)O (Isopropanol). Run in CO (methanol), O (water). Product: ClC1=NC=C(C(=N1)N[C@H]1[C@H]([C@@H]2C=C[C@H]1C2)C(=O)N)C(F)(F)F ((1S,2S,3R,4R)-3-(2-Chloro-5-trifluoromethylpyrimidin-4-ylamino)-bicyclo[2.2.1]hept-5-ene-2-carboxylic acid amide), ClC1=NC(=NC=C1C(F)(F)F)N[C@H]1[C@H]([C@@H]2C=C[C@H]1C2)C(=O)N ((1S,2S,3R,4R)-3-(4-Chloro-5-trifluoromethylpyrimidin-2-ylamino)-bicyclo[2.2.1]hept-5-ene-2-carboxylic acid amide). Yield: 37.0%. Reaction SMILES: FC(F)(F)C(O)=O.[NH2:8][C@@H:9]1[C@@H:14]2[CH2:15][C@@H:11]([CH:12]=[CH:13]2)[C@@H:10]1[C:16]([NH2:18])=[O:17].C(=O)(O)[O-].[Na+].[Cl:24][C:25]1[N:30]=[C:29]([Cl:31])[C:28]([C:32]([F:35])([F:34])[F:33])=[CH:27][N:26]=1.C(O)(C)C>CO.O>[Cl:24][C:25]1[N:26]=[C:27]([NH:8][C@@H:9]2[C@@H:14]3[CH2:15][C@@H:11]([CH:12]=[CH:13]3)[C@@H:10]2[C:16]([NH2:18])=[O:17])[C:28]([C:32]([F:35])([F:33])[F:34])=[CH:29][N:30]=1.[Cl:31][C:29]1[C:28]([C:32]([F:34])([F:33])[F:35])=[CH:27][N:26]=[C:25]([NH:8][C@@H:9]2[C@@H:14]3[CH2:15][C@@H:11]([CH:12]=[CH:13]3)[C@@H:10]2[C:16]([NH2:18])=[O:17])[N:30]=1 |f:0.1,2.3|. Reported procedure: (1S,2S,3R,4R)-3-Aminobicyclo[2.2.1]hept-5-ene-2-carboxylic acid amide trifluoroacetic acid salt (403 mg, 1.51 mmol) was combined with sodium bicarbonate (369 mg, 4.40 mmol) in a mixture of methanol (66 mL) and water (33 mL). 2,4-Dichloro-5-trifluoromethylpyrimidine (318 mg, 1.46 mmol) was added and the reaction was stirred for several minutes. Isopropanol (20 mL) was added to aid solubility and the reaction was stirred at room temperature for six hours. The reaction was concentrated and organics... Starting materials: C(N)(=O)C1CNCCC1 ((3RS)-3-carbamoylpiperidine), Cl.ClCC(OC)=N (methyl 2-chloroacetimidate hydrochloride). Solvent: CO (methanol). Run at time 2 hour. The product is Cl.C(N)(=O)C1CN(CCC1)C(CCl)=N (2-[(3RS)-3-carbamoylpiperidin-1-yl]-2-iminoethylchloride hydrochloride). The yield is 194.9%. As a reaction SMILES: [C:1]([CH:4]1[CH2:9][CH2:8][CH2:7][NH:6][CH2:5]1)(=[O:3])[NH2:2].Cl.[Cl:11][CH2:12][C:13](=[NH:16])OC>CO>[ClH:11].[C:1]([CH:4]1[CH2:9][CH2:8][CH2:7][N:6]([C:13](=[NH:16])[CH2:12][Cl:11])[CH2:5]1)(=[O:3])[NH2:2] |f:1.2,4.5|. Procedure: 1.28 g of (3RS)-3-carbamoylpiperidine were added to a solution of 1.44 g of methyl 2-chloroacetimidate hydrochloride in 5 ml of anhydrous methanol, and the mixture was stirred at room temperature for 2 hours. The reaction mixture was then worked up in the same manner as in Example 3(1), giving 2.34 g of 2-[(3RS)-3-carbamoylpiperidin-1-yl]-2-iminoethylchloride hydrochloride. Reactants: C(C)(C)(C)OC(NC1=C(C=CC=C1)NC(=O)C=1OC2=C(C1)C=CC=C2OCCO[Si](C)(C)C(C)(C)C)=O ([2-({7-[2-(tert-Butyl-dimethyl-silanyloxy)-ethoxy]-benzofuran-2-carbonyl}-amino)-phenyl]-carbamic acid tert-butyl ester), NC1=C(C=CC=C1)NC(=O)C1=CC2=C(S1)C=CC(=C2)OCCO (5-(2-Hydroxy-ethoxy)-benzo[b]thiophene-2-carboxylic acid (2-amino-phenyl)-amide). Product: NC1=C(C=CC=C1)NC(=O)C=1OC2=C(C1)C=CC=C2OCCO (7-(2-Hydroxy-ethoxy)-benzofuran-2-carboxylic acid (2-amino-phenyl)-amide). As a reaction SMILES: C(OC(=O)[NH:7][C:8]1[CH:13]=[CH:12][CH:11]=[CH:10][C:9]=1[NH:14][C:15]([C:17]1[O:18][C:19]2[C:25]([O:26][CH2:27][CH2:28][O:29][Si](C(C)(C)C)(C)C)=[CH:24][CH:23]=[CH:22][C:20]=2[CH:21]=1)=[O:16])(C)(C)C.NC1C=CC=CC=1NC(C1SC2C=CC(OCCO)=CC=2C=1)=O>>[NH2:7][C:8]1[CH:13]=[CH:12][CH:11]=[CH:10][C:9]=1[NH:14][C:15]([C:17]1[O:18][C:19]2[C:25]([O:26][CH2:27][CH2:28][OH:29])=[CH:24][CH:23]=[CH:22][C:20]=2[CH:21]=1)=[O:16]. Reported procedure: was prepared from [2-({7-[2-(tert-Butyl-dimethyl-silanyloxy)-ethoxy]-benzofuran-2-carbonyl}-amino)-phenyl]-carbamic acid tert-butyl ester (38) in an analogous manner to that described for the preparation of (39) example 16, step 2; mp. 182–183° C. The reactants are C(C)(=O)N1CCN(CC1)C1=CC=C(C=C1)Br (1-acetyl-4-(4-bromophenyl)-piperazine), N1C=NC=C1 (imidazole), N1=CC=CC2=CC=C3C=CC=NC3=C12 (1,10-phenanthroline), C1(=CC=CC=C1)C=CC(C=CC1=CC=CC=C1)=O (1,5-diphenyl-1,4-pentadien-3-one), C([O-])([O-])=O.[Cs+].[Cs+] (cesium carbonate), [NH4+] (ammonium). The solvent is C=1(C(=CC=CC1)C)C (xylene). Run at temperature 125 celsius. The product is C(C)(=O)N1CCN(CC1)C1=CC=C(C=C1)N1C=NC=C1 (1-acetyl-4-(4-imidazol-1-ylphenyl)-piperazine). The yield is 79.6%. Reaction SMILES: [C:1]([N:4]1[CH2:9][CH2:8][N:7]([C:10]2[CH:15]=[CH:14][C:13](Br)=[CH:12][CH:11]=2)[CH2:6][CH2:5]1)(=[O:3])[CH3:2].[NH:17]1[CH:21]=[CH:20][N:19]=[CH:18]1.N1C2C(=CC=C3C=2N=CC=C3)C=CC=1.C1(C=CC(=O)C=CC2C=CC=CC=2)C=CC=CC=1.C(=O)([O-])[O-].[Cs+].[Cs+].[NH4+]>C1(C)C(C)=CC=CC=1>[C:1]([N:4]1[CH2:9][CH2:8][N:7]([C:10]2[CH:15]=[CH:14][C:13]([N:17]3[CH:21]=[CH:20][N:19]=[CH:18]3)=[CH:12][CH:11]=2)[CH2:6][CH2:5]1)(=[O:3])[CH3:2] |f:4.5.6|. Procedure details: To a reaction solution prepared by dissolving 20 g of 1-acetyl-4-(4-bromophenyl)-piperazine and 7.9 g of imidazole in 120 ml of xylene, 16.9 g of 1,10-phenanthroline, 1.4 g of 1,5-diphenyl-1,4-pentadien-3-one, 28.9 g of cesium carbonate and 1.8 g of a copper (I) trifluoromethanesulfonate benzene complex, as a catalyst, were added at room temperature, followed by heating at reflux in an argon gas flow at 125° C. for 24 hours. After the completion of the reaction, the reaction solution was mixed w...